From a dataset of the Open Reaction Database (ORD), a public repository of structured organic reaction records. describe an organic reaction: reactants, conditions, products, and yield Starting materials: ice water, C(C)OC(=O)C1C(NC2=C(C(=N1)C1=CC=CC=C1)C=C(C=C2)Cl)=O (7-chloro-2,3-dihydro-2-oxo-5-phenyl-1H-1,4-benzodiazepine-3-carboxylic acid ethyl ester), Cl.C(C)N(CCCl)CC (2-diethylaminoethyl chloride hydrochloride), [H-].[Na+] (sodium hydride), 5, [Cl-].[Na+] (sodium chloride). Run in CN(C=O)C (dimethylformamide). Reaction conditions: time 1 hour. Product: Cl.C(C)OC(=O)C=1N(C(=C2C=C(C=CC12)Cl)C1=CC=CC=C1)CCN(CC)CC (5-chloro-2-[2-(diethylamino)ethyl]-3-phenylisoindole-1-carboxylic acid ethyl ester hydrochloride). As a reaction SMILES: [CH2:1]([O:3][C:4]([CH:6]1[N:12]=[C:11]([C:13]2[CH:18]=[CH:17][CH:16]=[CH:15][CH:14]=2)[C:10]2[CH:19]=[C:20]([Cl:23])[CH:21]=[CH:22][C:9]=2NC1=O)=[O:5])[CH3:2].[H-].[Na+].[ClH:27].[CH2:28]([N:30]([CH2:34][CH3:35])[CH2:31][CH2:32]Cl)[CH3:29].[Cl-].[Na+]>CN(C)C=O>[ClH:23].[CH2:1]([O:3][C:4]([C:6]1[N:12]([CH2:29][CH2:28][N:30]([CH2:34][CH3:35])[CH2:31][CH3:32])[C:11]([C:10]2[CH:9]=[CH:22][CH:21]=[CH:20][CH:19]=2)=[C:13]2[C:18]=1[CH:17]=[CH:16][C:15]([Cl:27])=[CH:14]2)=[O:5])[CH3:2] |f:1.2,3.4,5.6,8.9|. Reported procedure: A solution of 27.2 g. of 7-chloro-2,3-dihydro-2-oxo-5-phenyl-1H-1,4-benzodiazepine-3-carboxylic acid ethyl ester in 480 ml. of dimethylformamide is treated under nitrogen at -10° C. with 0.33 mol. of sodium hydride (14.4 g. of a 5 55% dispersion in mineral oil) and stirred at the same temperature for 15 minutes. To this mixture, there are added at -10° C. to -5° C. 27.2 g. of 2-diethylaminoethyl chloride hydrochloride; the mixture is then stirred at room temperature for 1 hour and subsequently h...